describe an organic reaction: reactants, conditions, products, and yield From a dataset of the Open Reaction Database (ORD), a public repository of structured organic reaction records. Starting materials: C[O-], CO, CI, Nc1ncc(-c2ccc(=O)[nH]c2)c(-c2ccco2)n1, [Na+]. Yields the product Cn1cc(-c2cnc(N)nc2-c2ccco2)ccc1=O. Reaction SMILES: [CH3:20][O-:21].[CH3:25][OH:26].[I:23][CH3:24].[NH2:1][c:2]1[n:3][cH:4][c:5](-[c:13]2[cH:14][cH:15][c:16](=[O:19])[nH:17][cH:18]2)[c:6](-[c:8]2[o:9][cH:10][cH:11][cH:12]2)[n:7]1.[Na+:22]>>[NH2:1][c:2]1[n:3][cH:4][c:5](-[c:13]2[cH:14][cH:15][c:16](=[O:19])[n:17]([CH3:20])[cH:18]2)[c:6](-[c:8]2[o:9][cH:10][cH:11][cH:12]2)[n:7]1. As a reaction SMILES: [ClH:38].[Na+:37].[O:1]=[c:2]1[nH:3][c:4]2[cH:5][cH:6][cH:7][cH:8][c:9]2[c:10]2[c:11]1[n:12][n:13](-[c:30]1[cH:31][cH:32][cH:33][cH:34][cH:35]1)[c:14]2[CH2:15][CH2:16][CH:17]1[CH2:18][CH2:19][N:20]([C:23]([O:24][C:25]([CH3:26])([CH3:27])[CH3:28])=[O:29])[CH2:21][CH2:22]1.[OH-:36]>>[O:1]=[c:2]1[nH:3][c:4]2[cH:5][cH:6][cH:7][cH:8][c:9]2[c:10]2[c:11]1[n:12][n:13](-[c:30]1[cH:31][cH:32][cH:33][cH:34][cH:35]1)[c:14]2[CH2:15][CH2:16][CH:17]1[CH2:18][CH2:19][NH:20][CH2:21][CH2:22]1. Starting materials: Cl, [Na+], CC(C)(C)OC(=O)N1CCC(CCc2c3c(nn2-c2ccccc2)c(=O)[nH]c2ccccc23)CC1, [OH-]. Yields the product O=c1[nH]c2ccccc2c2c(CCC3CCNCC3)n(-c3ccccc3)nc12.